Dataset: the Open Reaction Database (ORD), a public repository of structured organic reaction records. Task: describe an organic reaction: reactants, conditions, products, and yield Reactants: C[O-], CC(O)(C(=O)Nc1ccc(S)cc1Cl)C(F)(F)F, [Cu], O=S(=O)(c1ccc(I)cc1)N1CCCC1, [Na+]. Product: CC(O)(C(=O)Nc1ccc(Sc2ccc(S(=O)(=O)N3CCCC3)cc2)cc1Cl)C(F)(F)F. RXN SMILES: [CH3:34][O-:35].[Cl:1][c:2]1[c:3]([NH:9][C:10]([C:11]([C:12]([F:13])([F:14])[F:15])([CH3:16])[OH:17])=[O:18])[cH:4][cH:5][c:6]([SH:8])[cH:7]1.[Cu:37].[I:19][c:20]1[cH:21][cH:22][c:23]([S:26](=[O:27])(=[O:28])[N:29]2[CH2:30][CH2:31][CH2:32][CH2:33]2)[cH:24][cH:25]1.[Na+:36]>>[Cl:1][c:2]1[c:3]([NH:9][C:10]([C:11]([C:12]([F:13])([F:14])[F:15])([CH3:16])[OH:17])=[O:18])[cH:4][cH:5][c:6]([S:8][c:20]2[cH:21][cH:22][c:23]([S:26](=[O:27])(=[O:28])[N:29]3[CH2:30][CH2:31][CH2:32][CH2:33]3)[cH:24][cH:25]2)[cH:7]1. Starting materials: C1CCOC1, CCCN, CCOC(C)=O, O=C(Cl)C(=O)Cl, ClCCl, CN(C)C=O, O, O=C(O)C1c2ccccc2-c2ccccc21. Yields the product CCCNC(=O)C1c2ccccc2-c2ccccc21. As a reaction SMILES: [CH2:35]1[O:36][CH2:37][CH2:38][CH2:39]1.[CH3:28][CH2:29][CH2:30][NH2:31].[CH3:40][CH2:41][O:42][C:43](=[O:44])[CH3:45].[Cl:17][C:18]([C:19]([Cl:20])=[O:21])=[O:22].[Cl:32][CH2:33][Cl:34].[O:23]=[CH:24][N:25]([CH3:26])[CH3:27].[OH2:46].[cH:1]1[cH:2][cH:3][cH:4][c:5]2[c:13]1[CH:12]([C:14](=[O:15])[OH:16])[c:11]1[c:6]-2[cH:7][cH:8][cH:9][cH:10]1>>[cH:1]1[cH:2][cH:3][cH:4][c:5]2[c:13]1[CH:12]([C:14](=[O:15])[NH:31][CH2:30][CH2:29][CH3:28])[c:11]1[c:6]-2[cH:7][cH:8][cH:9][cH:10]1.